From a dataset of the Open Reaction Database (ORD), a public repository of structured organic reaction records. describe an organic reaction: reactants, conditions, products, and yield Reported procedure: Using 1-{5-chloro-2-[4-(3,5-dimethylpyridin-2-yl)piperazine-1-carbonyl]phenyl}pyrrolidin-2-one (206 mg) described in Preparation Example 169 and pyrrolidin-2-one (43 mg) and by the reaction and treatment in the same manner as in Example 352, the title compound (73 mg) was obtained. The yield is 31.7%. The reactants are ClC=1C=CC(=C(C1)N1C(CCC1)=O)C(=O)N1CCN(CC1)C1=NC=C(C=C1C)C (1-{5-chloro-2-[4-(3,5-dimethylpyridin-2-yl)piperazine-1-carbonyl]phenyl}pyrrolidin-2-one), N1C(CCC1)=O (pyrrolidin-2-one). RXN SMILES: Cl[C:2]1[CH:3]=[CH:4][C:5]([C:14]([N:16]2[CH2:21][CH2:20][N:19]([C:22]3[C:27]([CH3:28])=[CH:26][C:25]([CH3:29])=[CH:24][N:23]=3)[CH2:18][CH2:17]2)=[O:15])=[C:6]([N:8]2[CH2:12][CH2:11][CH2:10][C:9]2=[O:13])[CH:7]=1.[NH:30]1[CH2:34][CH2:33][CH2:32][C:31]1=[O:35]>>[CH3:28][C:27]1[C:22]([N:19]2[CH2:20][CH2:21][N:16]([C:14]([C:5]3[CH:4]=[CH:3][C:2]([N:30]4[CH2:34][CH2:33][CH2:32][C:31]4=[O:35])=[CH:7][C:6]=3[N:8]3[CH2:12][CH2:11][CH2:10][C:9]3=[O:13])=[O:15])[CH2:17][CH2:18]2)=[N:23][CH:24]=[C:25]([CH3:29])[CH:26]=1. The product is CC=1C(=NC=C(C1)C)N1CCN(CC1)C(=O)C1=C(C=C(C=C1)N1C(CCC1)=O)N1C(CCC1)=O (1,1′-(4-{[4-(3,5-dimethylpyridin-2-yl)piperazin-1-yl]carbonyl}-1,3-phenylene)dipyrrolidin-2-one). The reactants are Cc1cc(C(=O)Cl)ccc1F, CCN1C(=O)C(C)(C)c2cc3[nH]c(-c4n[nH]cc4N)nc3cc21. Product: CCN1C(=O)C(C)(C)c2cc3[nH]c(-c4n[nH]cc4NC(=O)c4ccc(F)c(C)c4)nc3cc21. RXN SMILES: [F:24][c:25]1[c:26]([CH3:34])[cH:27][c:28]([C:29](=[O:30])[Cl:31])[cH:32][cH:33]1.[NH2:1][c:2]1[c:3](-[c:7]2[n:8][c:9]3[c:10]([cH:11][c:12]4[c:16]([cH:17]3)[N:15]([CH2:18][CH3:19])[C:14](=[O:20])[C:13]4([CH3:21])[CH3:22])[nH:23]2)[n:4][nH:5][cH:6]1>>[NH:1]([c:2]1[c:3](-[c:7]2[n:8][c:9]3[c:10]([cH:11][c:12]4[c:16]([cH:17]3)[N:15]([CH2:18][CH3:19])[C:14](=[O:20])[C:13]4([CH3:21])[CH3:22])[nH:23]2)[n:4][nH:5][cH:6]1)[C:29]([c:28]1[cH:27][c:26]([CH3:34])[c:25]([F:24])[cH:33][cH:32]1)=[O:30]. Starting materials: C1CCOC1, Cl, CC(C)Oc1cccc(C(=O)N2CCC(CCBr)(c3ccc(C(F)(F)F)cc3)C2)c1, [K+], [K+], O=C([O-])[O-], O, NC(=O)C1(c2ccccc2)CCNCC1. The product is CC(C)Oc1cccc(C(=O)N2CCC(CCN3CCC(C(N)=O)(c4ccccc4)CC3)(c3ccc(C(F)(F)F)cc3)C2)c1. Reaction SMILES: [CH2:53]1[O:54][CH2:55][CH2:56][CH2:57]1.[ClH:31].[F:1][C:2]([c:3]1[cH:4][cH:5][c:6]([C:9]2([CH2:26][CH2:27][Br:28])[CH2:10][N:11]([C:14]([c:15]3[cH:16][c:17]([O:21][CH:22]([CH3:23])[CH3:24])[cH:18][cH:19][cH:20]3)=[O:25])[CH2:12][CH2:13]2)[cH:7][cH:8]1)([F:29])[F:30].[K+:47].[K+:48].[O-:49][C:50]([O-:51])=[O:52].[OH2:58].[c:32]1([C:38]2([C:44](=[O:45])[NH2:46])[CH2:39][CH2:40][NH:41][CH2:42][CH2:43]2)[cH:33][cH:34][cH:35][cH:36][cH:37]1>>[F:1][C:2]([c:3]1[cH:4][cH:5][c:6]([C:9]2([CH2:26][CH2:27][N:41]3[CH2:40][CH2:39][C:38]([c:32]4[cH:33][cH:34][cH:35][cH:36][cH:37]4)([C:44](=[O:45])[NH2:46])[CH2:43][CH2:42]3)[CH2:10][N:11]([C:14]([c:15]3[cH:16][c:17]([O:21][CH:22]([CH3:23])[CH3:24])[cH:18][cH:19][cH:20]3)=[O:25])[CH2:12][CH2:13]2)[cH:7][cH:8]1)([F:29])[F:30]. Starting materials: CC(C)(C)OC(=O)NCC1=Cc2ccccc2Oc2ccccc21, C#CCBr, CN(C)C=O, COC(C)(C)C, [H-], [Na+], O. The product is C#CCN(CC1=Cc2ccccc2Oc2ccccc21)C(=O)OC(C)(C)C. Reaction SMILES: [C:1]([CH3:2])([CH3:3])([CH3:4])[O:5][C:6]([NH:7][CH2:8][C:9]1=[CH:10][c:11]2[c:12]([cH:20][cH:21][cH:22][cH:23]2)[O:13][c:14]2[c:15]1[cH:16][cH:17][cH:18][cH:19]2)=[O:24].[CH2:27]([C:28]#[CH:29])[Br:30].[CH3:32][N:33]([CH3:34])[CH:35]=[O:36].[CH3:37][O:38][C:39]([CH3:40])([CH3:41])[CH3:42].[H-:25].[Na+:26].[OH2:31]>>[C:1]([CH3:2])([CH3:3])([CH3:4])[O:5][C:6]([N:7]([CH2:8][C:9]1=[CH:10][c:11]2[c:12]([cH:20][cH:21][cH:22][cH:23]2)[O:13][c:14]2[c:15]1[cH:16][cH:17][cH:18][cH:19]2)[CH2:29][C:28]#[CH:27])=[O:24]. Starting materials: COc1ccccc1-c1cc(C)cc2c1OC(COS(=O)(=O)c1ccc(C)cc1)C2, CN, Cl. The product is CNCC1Cc2cc(C)cc(-c3ccccc3OC)c2O1. Reaction SMILES: [CH3:2][c:3]1[cH:4][cH:5][c:6]([S:7]([O:8][CH2:13][CH:14]2[O:15][c:16]3[c:17]([cH:19][c:20]([CH3:31])[cH:21][c:22]3-[c:23]3[c:24]([O:29][CH3:30])[cH:25][cH:26][cH:27][cH:28]3)[CH2:18]2)(=[O:9])=[O:10])[cH:11][cH:12]1.[CH3:32][NH2:33].[ClH:1]>>[CH2:13]([CH:14]1[O:15][c:16]2[c:17]([cH:19][c:20]([CH3:31])[cH:21][c:22]2-[c:23]2[c:24]([O:29][CH3:30])[cH:25][cH:26][cH:27][cH:28]2)[CH2:18]1)[NH:33][CH3:32]. Reported procedure: To a solution of acetonitrile (180 mg, 4.4 mmol) in tetrahydrofuran (3 mL) was added BuLi (1.9 mL, 4.8 mmol, 2.5 M in hexane) at −78° C. After stirring for 30 min, a solution of methyl 2-(4-chlorophenyl)-2-(4-(methylsulfonamido)-1H-indol-1-yl)butanoate (840 mg, 2.0 mmol, Enantiomer A), as described in Example 3 step D, in tetrahydrofuran (3 mL) was added to the mixture at −78° C. The resulting mixture was stirred at −78° C. for another 1 h, and then quenched with water (15 mL), extracted with et... Yields the product ClC1=CC=C(C=C1)C(C(CC#N)=O)(CC)N1C=CC2=C(C=CC=C12)NS(=O)(=O)C (N-(1-(3-(4-Chlorophenyl)-1-cyano-2-oxopentan-3-yl)-1H-indol-4-yl)methane-sulfonamide). The reactants are C(C)#N (acetonitrile), [Li]CCCC (BuLi), ClC1=CC=C(C=C1)C(C(=O)OC)(CC)N1C=CC2=C(C=CC=C12)NS(=O)(=O)C (methyl 2-(4-chlorophenyl)-2-(4-(methylsulfonamido)-1H-indol-1-yl)butanoate). The solvent is O1CCCC1 (tetrahydrofuran), O1CCCC1 (tetrahydrofuran). As a reaction SMILES: [C:1](#[N:3])[CH3:2].[Li]CCCC.[Cl:9][C:10]1[CH:15]=[CH:14][C:13]([C:16]([N:23]2[C:31]3[C:26](=[C:27]([NH:32][S:33]([CH3:36])(=[O:35])=[O:34])[CH:28]=[CH:29][CH:30]=3)[CH:25]=[CH:24]2)([CH2:21][CH3:22])[C:17](OC)=[O:18])=[CH:12][CH:11]=1>O1CCCC1>[Cl:9][C:10]1[CH:15]=[CH:14][C:13]([C:16]([N:23]2[C:31]3[C:26](=[C:27]([NH:32][S:33]([CH3:36])(=[O:34])=[O:35])[CH:28]=[CH:29][CH:30]=3)[CH:25]=[CH:24]2)([CH2:21][CH3:22])[C:17](=[O:18])[CH2:2][C:1]#[N:3])=[CH:12][CH:11]=1. Reaction conditions: time 30 minute. Starting materials: Br, CC(=O)O, O=C1CC2(CCCCC2)CCO1, O. Product: O=C(O)CC1(CCBr)CCCCC1. As a reaction SMILES: [BrH:17].[C:13]([OH:14])(=[O:15])[CH3:16].[CH2:1]1[C:2](=[O:12])[O:3][CH2:4][CH2:5][C:6]12[CH2:7][CH2:8][CH2:9][CH2:10][CH2:11]2.[OH2:18]>>[CH2:1]([C:2]([OH:3])=[O:12])[C:6]1([CH2:5][CH2:4][Br:17])[CH2:7][CH2:8][CH2:9][CH2:10][CH2:11]1. Starting materials: FC(C(C(=O)O)(O)C(F)(F)F)(F)F (2,2-bis-trifluoromethyl-2-hydroxyacetic acid), C(=O)(N1C=NC=C1)N1C=NC=C1 (1,1'-carbonyldiimidazole), 2,2-bis-tri-fluoromethyl-2-hydroxyacetic acid, C(=O)(N1C=NC=C1)N1C=NC=C1 (1,1'-carbonyldiimidazole), N1=C(C=CC=C1)C(=O)C1=CC=C(C=C1)N (4-(2-pyridylcarbonyl)benzeneamine), C(=O)=O (carbon dioxide). Run in O1CCCC1 (Tetrahydrofuran). Run at temperature 43 celsius, time 15 minute. Yields the product N1=C(C=CC=C1)C(=O)C1=CC=C(C=C1)NC(C(C(F)(F)F)(C(F)(F)F)O)=O (N-[4-(2-Pyridylcarbonyl)phenyl]-3,3,3-trifluoro-2-hydroxy-2-trifluoromethylpropanamide). Isolated yield 18.5%. RXN SMILES: [F:1][C:2]([F:13])([F:12])[C:3]([C:8]([F:11])([F:10])[F:9])([OH:7])[C:4](O)=[O:5].C(N1C=CN=C1)(N1C=CN=C1)=O.C(=O)=O.[N:29]1[CH:34]=[CH:33][CH:32]=[CH:31][C:30]=1[C:35]([C:37]1[CH:42]=[CH:41][C:40]([NH2:43])=[CH:39][CH:38]=1)=[O:36]>O1CCCC1>[N:29]1[CH:34]=[CH:33][CH:32]=[CH:31][C:30]=1[C:35]([C:37]1[CH:42]=[CH:41][C:40]([NH:43][C:4](=[O:5])[C:3]([OH:7])([C:8]([F:11])([F:10])[F:9])[C:2]([F:13])([F:12])[F:1])=[CH:39][CH:38]=1)=[O:36]. Reported procedure: Tetrahydrofuran (15ml, dry) was added to a mixture of 2,2-bis-trifluoromethyl-2-hydroxyacetic acid (1.08g, 5.1 mmol) and 1,1'-carbonyldiimidazole (0.83 g, 5.1 mmol) while under a nitrogen atmosphere. There was an immediate evolution of carbon dioxide. The reaction was placed in an ultrasound bath at 23° C. for 15 min. The reaction was treated with 4-(2-pyridylcarbonyl)benzeneamine (1.01 g, 5.1 mmol), and heated to 43° C. in an ultrasound bath for 48 hr. The incomplete reaction was treated with a...